This data is from the Open Reaction Database (ORD), a public repository of structured organic reaction records. The task is: describe an organic reaction: reactants, conditions, products, and yield The reactants are N#CBr (cyanogen bromide), [C@@H]1([C@@H](CCCC1)N)N ((±)-trans-1,2-cyclohexanediamine), FC=1C=C(C=O)C=CC1F (3,4-difluorobenzaldehyde). The product is FC=1C=C(CN2C(N([C@H]3[C@H]2CCCC3)CC3=CC(=C(C=C3)F)F)=N)C=CC1F ((±)-trans-1,3-Bis-(3,4-difluoro-benzyl)octahydro-benzoimidazol-2-ylideneamine), hydrogen bromide salt. RXN SMILES: [C@@H:1]1([NH2:8])[CH2:6][CH2:5][CH2:4][CH2:3][C@H:2]1[NH2:7].[F:9][C:10]1[CH:11]=[C:12]([CH:15]=[CH:16][C:17]=1[F:18])[CH:13]=O.[N:19]#[C:20]Br>>[F:9][C:10]1[CH:11]=[C:12]([CH:15]=[CH:16][C:17]=1[F:18])[CH2:13][N:7]1[C@@H:2]2[CH2:3][CH2:4][CH2:5][CH2:6][C@H:1]2[N:8]([CH2:13][C:12]2[CH:15]=[CH:16][C:17]([F:18])=[C:10]([F:9])[CH:11]=2)[C:20]1=[NH:19]. Procedure: The title compound was prepared from (±)-trans-1,2-cyclohexanediamine and 3,4-difluorobenzaldehyde by Procedure C. After reacting with cyanogen bromide, the reaction mixture was evaporated to dryness and the crude product washed with ether and recrystallized from MeOH to give the title compound as the hydrogen bromide salt (mp 238-240° C.). MS (ES+) m/z 392 ([M+1]+, 100). Starting materials: C1(=O)OCC2=CC=CC=C12 (phthalide), C1(=CC=CC=C1)C(C(=O)O)C(=O)O (Phenylmalonic acid), S(=O)(Cl)Cl (thionyl chloride), [K+].[Br-] (KBr). The reagents and catalysts are CN(C=O)C (dimethylformamide). Run in CCOCC (ether), C1(=CC=CC=C1)CC(=O)O.C1(=O)OCC2=CC=CC=C12 (phthalide phenyl acetate). Product: C1(=CC=CC=C1)C(C(=O)O)C(=O)O.C1(=O)OCC2=CC=CC=C12 (phthalide hydrogen phenylmalonate). Isolated yield 48.5%. RXN SMILES: [C:1]1([CH:7]([C:11]([OH:13])=[O:12])[C:8]([OH:10])=[O:9])[CH:6]=[CH:5][CH:4]=[CH:3][CH:2]=1.S(Cl)(Cl)=O.[K+].[Br-].[C:20]1([C:29]2[C:24](=[CH:25][CH:26]=[CH:27][CH:28]=2)[CH2:23][O:22]1)=[O:21]>CCOCC.CN(C)C=O.C1(CC(O)=O)C=CC=CC=1.C1(C2C(=CC=CC=2)CO1)=O>[C:1]1([CH:7]([C:11]([OH:13])=[O:12])[C:8]([OH:10])=[O:9])[CH:2]=[CH:3][CH:4]=[CH:5][CH:6]=1.[C:20]1([C:29]2[C:24](=[CH:25][CH:26]=[CH:27][CH:28]=2)[CH2:23][O:22]1)=[O:21] |f:2.3,7.8,9.10|. Procedure: Phenylmalonic acid (12.6 g; 0.07 M) and thionyl chloride (5.2 ml.; 0.07 M) were heated under reflux for 2 hrs. in anhydrous ether (50 ml.) containing 1-2 drops of dimethylformamide. At the end of this period the solvent and any remaining thionyl chloride were removed in vacuo. The oily residue was dissolved in anhydrous ether (75 ml.), o-phthalaldehydic acid (10.5g; 0.07 M) was added in one portion and the mixture heated under reflux for 2 hrs. The yellow reaction solution was cooled to ambient ... The reactants are O.[OH-].[Li+] (lithium hydroxide monohydrate), C(C)(C)(C)OC(=O)C1=C(C=CC=C1)C1=CC=C(C=C1)CN1C(=NC(=C1C(=O)OC)C(=O)OC)CCCC (Dimethyl 1-[(2'-t-butoxycarbonylbiphenyl-4yl)methyl]-2-butylimidazole-4,5-dicarboxylate). Solvent: O (water), O1CCOCC1 (dioxane). Reaction conditions: time 18 hour. The product is C(C)(C)(C)OC(=O)C1=C(C=CC=C1)C1=CC=C(C=C1)CN1C(=NC(=C1C(=O)O)CO)CCCC (1-[(2'-t-Butoxycarbonylbiphenyl-4-yl)methyl]-2-butyl-4-hydroxymethylimidazole-5-carboxylic acid). The yield is 97.2%. Reaction SMILES: O.[OH-].[Li+].[C:4]([O:8][C:9]([C:11]1[CH:16]=[CH:15][CH:14]=[CH:13][C:12]=1[C:17]1[CH:22]=[CH:21][C:20]([CH2:23][N:24]2[C:28]([C:29]([O:31]C)=[O:30])=[C:27]([C:33](OC)=[O:34])[N:26]=[C:25]2[CH2:37][CH2:38][CH2:39][CH3:40])=[CH:19][CH:18]=1)=[O:10])([CH3:7])([CH3:6])[CH3:5]>O.O1CCOCC1>[C:4]([O:8][C:9]([C:11]1[CH:16]=[CH:15][CH:14]=[CH:13][C:12]=1[C:17]1[CH:22]=[CH:21][C:20]([CH2:23][N:24]2[C:28]([C:29]([OH:31])=[O:30])=[C:27]([CH2:33][OH:34])[N:26]=[C:25]2[CH2:37][CH2:38][CH2:39][CH3:40])=[CH:19][CH:18]=1)=[O:10])([CH3:7])([CH3:6])[CH3:5] |f:0.1.2|. Procedure details: A solution of 2.01 g of lithium hydroxide monohydrate in 97 ml of water was added to a solution of 4.78 g of methyl 1-[(2'-t-butoxycarbonylbiphenyl-4-yl)methyl]-2-butyl-4-hydroxymethylimidazole-5-carboxylate (prepared as described in Example 1) in 48 ml of dioxane, and the resulting mixture was stirred at room temperature for 18 hours. At the end of this time, the reaction mixture was freed from dioxane by distillation under reduced pressure, and 47.6 ml of 1N aqueous hydrochloric acid were adde... Reactants: C(C1=CC=CC=C1)(=O)O (Benzoic acid), S(=O)(=O)(O)C=1C=C(C(=O)O)C=CC1 (3-sulfobenzoic acid), S(O)(O)(=O)=O (sulfuric acid), S(=O)(=O)=O (sulfur trioxide), [N+](=O)(O)[O-] (nitric acid). Yields the product [N+](=O)([O-])C=1C=C(C(=O)O)C=C(C1)S(=O)(=O)O (3-nitro-5-sulfobenzoic acid). As a reaction SMILES: C(O)(=O)C1C=CC=CC=1.S(=O)(=O)(O)O.S(=O)(=O)=O.[S:19]([C:23]1[CH:24]=[C:25]([CH:29]=[CH:30][CH:31]=1)[C:26]([OH:28])=[O:27])([OH:22])(=[O:21])=[O:20].[N+:32]([O-])([OH:34])=[O:33]>>[N+:32]([C:30]1[CH:29]=[C:25]([CH:24]=[C:23]([S:19]([OH:22])(=[O:21])=[O:20])[CH:31]=1)[C:26]([OH:28])=[O:27])([O-:34])=[O:33]. Procedure: Benzoic acid was sulfonated by heating it with concentrated sulfuric acid in the presence of sulfur trioxide. The 3-sulfobenzoic acid was nitrated with fuming nitric acid to yield 3-nitro-5-sulfobenzoic acid. Hydrogenation of this in 50% ethanol/water over palladium on charcoal easily afforded 3-amino-5-sulfobenzoic acid in good yield. Structural verification was obtained by carbon magnetic resonance, proton magnetic resonance and infra-red analysis. The reactants are [Cl-].[Al+3].[Cl-].[Cl-] (aluminum chloride), Cl (hydrochloric acid), CS(=O)(=O)C1=CC=C(OC2=CC=CC=C2)C=C1 (1-(4-(methylsulfonyl)phenoxy)benzene), C(C)(=O)Cl (acetyl chloride). Solvent: C(Cl)Cl (methylene chloride), C(Cl)Cl (CH2Cl2). Product: CS(=O)(=O)C1=CC=C(OC2=CC=C(C=C2)C(C)=O)C=C1 (1-(4-(4-(methylsulfonyl)phenoxy)phenyl)ethanone). Yield: 88.7%. RXN SMILES: [CH3:1][S:2]([C:5]1[CH:17]=[CH:16][C:8]([O:9][C:10]2[CH:15]=[CH:14][CH:13]=[CH:12][CH:11]=2)=[CH:7][CH:6]=1)(=[O:4])=[O:3].[C:18](Cl)(=[O:20])[CH3:19].[Cl-].[Al+3].[Cl-].[Cl-].Cl>C(Cl)Cl>[CH3:1][S:2]([C:5]1[CH:17]=[CH:16][C:8]([O:9][C:10]2[CH:15]=[CH:14][C:13]([C:18](=[O:20])[CH3:19])=[CH:12][CH:11]=2)=[CH:7][CH:6]=1)(=[O:3])=[O:4] |f:2.3.4.5|. Reported procedure: To a solution of 5.0 g (0.0202 mole) of 1-(4-(methylsulfonyl)phenoxy)benzene and 2.20 g (0.0280 mole) of acetyl chloride dissolved in 35 ml of methylene chloride (CH2Cl2) was slowly added 6.70 g (0.0503 mole) of anhydrous aluminum chloride. The mixture was heated at reflux for 45 minutes, cooled and poured over ice and concentrated hydrochloric acid (conc. HCl). Additional CH2Cl2 was added and the organic layer separated, washed with water and dried (Na2SO4). Removal of solvent in vacuo yielded ... Reactants: [N+](=O)([O-])CCCC1=CC=CC=C1 (3-nitropropylbenzene), C(CCCCCCC)(=O)Cl (octanoyl chloride). The product is [N+](=O)([O-])CCCC1=CC=C(C=C1)C(CCCCCCC)=O (1-(4-(3-nitropropyl)phenyl)octan-1-one). RXN SMILES: [N+:1]([CH2:4][CH2:5][CH2:6][C:7]1[CH:12]=[CH:11][CH:10]=[CH:9][CH:8]=1)([O-:3])=[O:2].[C:13](Cl)(=[O:21])[CH2:14][CH2:15][CH2:16][CH2:17][CH2:18][CH2:19][CH3:20]>>[N+:1]([CH2:4][CH2:5][CH2:6][C:7]1[CH:12]=[CH:11][C:10]([C:13](=[O:21])[CH2:14][CH2:15][CH2:16][CH2:17][CH2:18][CH2:19][CH3:20])=[CH:9][CH:8]=1)([O-:3])=[O:2]. Reported procedure: The title compound was prepared from 3-nitropropylbenzene (16) and octanoyl chloride, according to example 2, affording compound (17) with 73% yield, which was used at the next step without additional purification. Reactants: FC1=C(C=CC(=C1)F)NS(=O)(=O)C1CCCC=C1C(=O)OCC(=O)OC(C)(C)C (t-butyl [6-[N-(2,4-difluorophenyl)sulfamoyl]-1-cyclohexen-1-yl]carbonyloxyacetate), FC1=C(C=CC(=C1)F)NS(=O)(=O)C1CCCC=C1C(=O)OCC(=O)OC(C)(C)C (t-butyl [6-[N-(2,4-difluorophenyl)sulfamoyl]-1-cyclohexen-1-yl]carbonyloxyacetate), solution, Cl (hydrogen chloride). The solvent is C(C)(=O)OCC (ethyl acetate), C(C)(=O)OCC (ethyl acetate). Conditions: time 70 hour. Yields the product FC1=C(C=CC(=C1)F)NS(=O)(=O)C1CCCC=C1C(=O)OCC(=O)O ([6-[N-(2,4-difluorophenyl)sulfamoyl]-1-cyclohexen-1-yl]carbonyloxyacetic acid). Yield: 35.9%. Reaction SMILES: [F:1][C:2]1[CH:7]=[C:6]([F:8])[CH:5]=[CH:4][C:3]=1[NH:9][S:10]([CH:13]1[C:18]([C:19]([O:21][CH2:22][C:23]([O:25]C(C)(C)C)=[O:24])=[O:20])=[CH:17][CH2:16][CH2:15][CH2:14]1)(=[O:12])=[O:11].Cl>C(OCC)(=O)C>[F:1][C:2]1[CH:7]=[C:6]([F:8])[CH:5]=[CH:4][C:3]=1[NH:9][S:10]([CH:13]1[C:18]([C:19]([O:21][CH2:22][C:23]([OH:25])=[O:24])=[O:20])=[CH:17][CH2:16][CH2:15][CH2:14]1)(=[O:12])=[O:11]. Reported procedure: To a solution of t-butyl [6-[N-(2,4-difluorophenyl)sulfamoyl]-1-cyclohexen-1-yl]carbonyloxyacetate (Compound 59, 80 mg) obtained in Example 56 in ethyl acetate (4 ml), a 4N solution of hydrogen chloride in ethyl acetate (5 ml) was added with ice-cooling and the mixture was stirred at room temperature for 70 hours. The reaction mixture was evaporated under reduced pressure to dryness and the residue was purified by ODS column chromatography (eluent: methanol/water=3/2) to yield [6-[N-(2,4-difluor... Starting materials: CCC(C)(C)Cc1cn(S(=O)(=O)N(C)C)c(C(C)(O)Cc2ccc(-c3cccc(C)n3)cc2)n1, CO, Cl. Yields the product CCC(C)(C)Cc1c[nH]c(C(C)(O)Cc2ccc(-c3cccc(C)n3)cc2)n1. RXN SMILES: [CH3:2][C:3]([CH2:4][c:5]1[n:6][c:7]([C:16]([CH2:17][c:18]2[cH:19][cH:20][c:21](-[c:24]3[n:25][c:26]([CH3:30])[cH:27][cH:28][cH:29]3)[cH:22][cH:23]2)([CH3:31])[OH:32])[n:8]([S:10]([N:11]([CH3:12])[CH3:13])(=[O:14])=[O:15])[cH:9]1)([CH2:33][CH3:34])[CH3:35].[CH3:36][OH:37].[ClH:1]>>[CH3:2][C:3]([CH2:4][c:5]1[n:6][c:7]([C:16]([CH2:17][c:18]2[cH:19][cH:20][c:21](-[c:24]3[n:25][c:26]([CH3:30])[cH:27][cH:28][cH:29]3)[cH:22][cH:23]2)([CH3:31])[OH:32])[nH:8][cH:9]1)([CH2:33][CH3:34])[CH3:35]. Starting materials: CCOC(=O)C(C(=O)OCC)C1CN(C(c2ccccc2)c2ccccc2)C1, O=C(Cl)OCc1ccccc1, ClCCl. Product: CCOC(=O)C(C(=O)OCC)C1CN(C(=O)OCc2ccccc2)C1. RXN SMILES: [CH:1]([c:2]1[cH:3][cH:4][cH:5][cH:6][cH:7]1)([c:8]1[cH:9][cH:10][cH:11][cH:12][cH:13]1)[N:14]1[CH2:15][CH:16]([CH:18]([C:19](=[O:20])[O:21][CH2:22][CH3:23])[C:24](=[O:25])[O:26][CH2:27][CH3:28])[CH2:17]1.[Cl:29][C:30](=[O:31])[O:32][CH2:33][c:34]1[cH:35][cH:36][cH:37][cH:38][cH:39]1.[Cl:40][CH2:41][Cl:42]>>[N:14]1([C:30](=[O:31])[O:32][CH2:33][c:34]2[cH:35][cH:36][cH:37][cH:38][cH:39]2)[CH2:15][CH:16]([CH:18]([C:19](=[O:20])[O:21][CH2:22][CH3:23])[C:24](=[O:25])[O:26][CH2:27][CH3:28])[CH2:17]1. The reactants are CC(=O)O, [NH4+], N=C(NO)c1ccc2c(c1)NC(=O)CO2. Product: N=C(N)c1ccc2c(c1)NC(=O)CO2. As a reaction SMILES: [CH3:17][C:18](=[O:19])[OH:20].[NH4+:16].[OH:1][NH:2][C:3](=[NH:4])[c:5]1[cH:6][cH:7][c:8]2[c:9]([cH:15]1)[NH:10][C:11](=[O:14])[CH2:12][O:13]2>>[NH:2]=[C:3]([NH2:4])[c:5]1[cH:6][cH:7][c:8]2[c:9]([cH:15]1)[NH:10][C:11](=[O:14])[CH2:12][O:13]2.